This data is from the Open Reaction Database (ORD), a public repository of structured organic reaction records. The task is: describe an organic reaction: reactants, conditions, products, and yield The reactants are Cl.C(#N)C1(CC1)NC(=O)[C@H]1NC[C@@H](C1)S(=O)(=O)C1=C(C=CC=C1)Cl ((2S,4R)-4-(2-chloro-benzenesulfonyl)-pyrrolidine-2-carboxylic acid (1-cyano-cyclopropyl)-amide hydrochloride), C(C1=CC=CC=C1)(=O)O (benzoic acid), A1. Yields the product C(#N)C1(CC1)NC(=O)[C@H]1N(C[C@@H](C1)S(=O)(=O)C1=C(C=CC=C1)Cl)C(C1=CC=CC=C1)=O ((2S,4R)-1-benzoyl-4-(2-chloro-benzenesulfonyl)-pyrrolidine-2-carboxylic acid (1-cyano-cyclopropyl)-amide). Reaction SMILES: Cl.[C:2]([C:4]1([NH:7][C:8]([C@@H:10]2[CH2:14][C@@H:13]([S:15]([C:18]3[CH:23]=[CH:22][CH:21]=[CH:20][C:19]=3[Cl:24])(=[O:17])=[O:16])[CH2:12][NH:11]2)=[O:9])[CH2:6][CH2:5]1)#[N:3].[C:25](O)(=[O:32])[C:26]1[CH:31]=[CH:30][CH:29]=[CH:28][CH:27]=1>>[C:2]([C:4]1([NH:7][C:8]([C@@H:10]2[CH2:14][C@@H:13]([S:15]([C:18]3[CH:23]=[CH:22][CH:21]=[CH:20][C:19]=3[Cl:24])(=[O:17])=[O:16])[CH2:12][N:11]2[C:25](=[O:32])[C:26]2[CH:31]=[CH:30][CH:29]=[CH:28][CH:27]=2)=[O:9])[CH2:6][CH2:5]1)#[N:3] |f:0.1|. Reported procedure: L24. (2S,4R)-4-(2-chloro-benzenesulfonyl)-pyrrolidine-2-carboxylic acid (1-cyano-cyclopropyl)-amide hydrochloride from experiment K4 was coupled with benzoic acid in analogy to experiment A1 to give (2S,4R)-1-benzoyl-4-(2-chloro-benzenesulfonyl)-pyrrolidine-2-carboxylic acid (1-cyano-cyclopropyl)-amide as a colorless solid. MS: 458.2 [M+H]+.